This data is from the Open Reaction Database (ORD), a public repository of structured organic reaction records. The task is: describe an organic reaction: reactants, conditions, products, and yield The reactants are ClC=1C=C(C=CC1Cl)CC(=O)O ((3,4-dichloro-phenyl)-acetic acid), C[Si](C)(C)Cl (trimethylsilylchloride). Solvent: CO (methanol). Reaction conditions: time 8 hour. Yields the product COC(CC1=CC(=C(C=C1)Cl)Cl)=O ((3,4-dichloro-phenyl)-acetic acid methyl ester). Isolated yield 99.4%. Reaction SMILES: [Cl:1][C:2]1[CH:3]=[C:4]([CH2:9][C:10]([OH:12])=[O:11])[CH:5]=[CH:6][C:7]=1[Cl:8].[CH3:13][Si](Cl)(C)C>CO>[CH3:13][O:11][C:10](=[O:12])[CH2:9][C:4]1[CH:5]=[CH:6][C:7]([Cl:8])=[C:2]([Cl:1])[CH:3]=1. Procedure details: To a solution of (3,4-dichloro-phenyl)-acetic acid (90.5 mmol) in methanol (200 mL) was added trimethylsilylchloride (181 mmol) and the mixture was stirred overnight before it was concentrated. The residue was diluted with ether (200 mL) and the solution was washed with 1 N NaOH, brine, dried over MgSO4, and concentrated in vacuo to give (3,4-dichloro-phenyl)-acetic acid methyl ester (90 mmol) as a colorless liquid. Starting materials: ClCCl, O=C(O)C(F)(F)F, CC(C)(C)OC(=O)C1CCCN1c1ncnc2ccc(C=C3SC(=O)NC3=O)cc12. RXN SMILES: [Cl:38][CH2:39][Cl:40].[F:31][C:32]([F:33])([F:34])[C:35]([OH:36])=[O:37].[O:1]=[C:2]1[S:3][C:4](=[CH:8][c:9]2[cH:10][c:11]3[c:12]([N:19]4[CH:20]([C:21](=[O:22])[O:23][C:24]([CH3:25])([CH3:26])[CH3:27])[CH2:28][CH2:29][CH2:30]4)[n:13][cH:14][n:15][c:16]3[cH:17][cH:18]2)[C:5](=[O:7])[NH:6]1>>[O:1]=[C:2]1[S:3][C:4](=[CH:8][c:9]2[cH:10][c:11]3[c:12]([N:19]4[CH:20]([C:21](=[O:22])[OH:23])[CH2:28][CH2:29][CH2:30]4)[n:13][cH:14][n:15][c:16]3[cH:17][cH:18]2)[C:5](=[O:7])[NH:6]1. Product: O=C1NC(=O)C(=Cc2ccc3ncnc(N4CCCC4C(=O)O)c3c2)S1. Reported procedure: lyophilizing a first aqueous solution in the absence of tazobactam, the first aqueous solution comprising ceftolozane sulfate at a pH of 5-7 (e.g, 6-7) prior to lyophilization to obtain a first lyophilized ceftolozane composition, As a reaction SMILES: C[C@@]1(CN2N=NC=C2)S(=O)(=O)[C@@H]2CC(=O)N2[C@H]1C(O)=O.[CH3:21][C:22]([O:27]/[N:28]=[C:29](\[C:36]([NH:38][C@@H:39]1[C:42](=[O:43])[N:41]2[C:44]([C:63]([OH:65])=[O:64])=[C:45]([CH2:48][N+:49]3[N:53]([CH3:54])[C:52]([NH2:55])=[C:51]([NH:56][C:57]([NH:59][CH2:60][CH2:61][NH2:62])=[O:58])[CH:50]=3)[CH2:46][S:47][C@H:40]12)=[O:37])/[C:30]1[N:31]=[C:32]([NH2:35])[S:33][N:34]=1)([C:24]([O-:26])=[O:25])[CH3:23].OS(O)(=O)=O>>[CH3:23][C:22]([O:27]/[N:28]=[C:29](\[C:36]([NH:38][C@@H:39]1[C:42](=[O:43])[N:41]2[C:44]([C:63]([OH:65])=[O:64])=[C:45]([CH2:48][N+:49]3[N:53]([CH3:54])[C:52]([NH2:55])=[C:51]([NH:56][C:57]([NH:59][CH2:60][CH2:61][NH2:62])=[O:58])[CH:50]=3)[CH2:46][S:47][C@H:40]12)=[O:37])/[C:30]1[N:31]=[C:32]([NH2:35])[S:33][N:34]=1)([C:24]([O-:26])=[O:25])[CH3:21] |f:1.2|. Product: CC(C)(C(=O)[O-])O/N=C(/C=1N=C(SN1)N)\C(=O)N[C@H]2[C@@H]3N(C2=O)C(=C(CS3)C[N+]4=CC(=C(N4C)N)NC(=O)NCCN)C(=O)O (ceftolozane). Reactants: C[C@@]1([C@@H](N2[C@H](S1(=O)=O)CC2=O)C(=O)O)CN3C=CN=N3 (tazobactam), CC(C)(C(=O)[O-])O/N=C(/C=1N=C(SN1)N)\C(=O)N[C@H]2[C@@H]3N(C2=O)C(=C(CS3)C[N+]4=CC(=C(N4C)N)NC(=O)NCCN)C(=O)O.OS(=O)(=O)O (ceftolozane sulfate). Reactants: CCNc1ccc(OC)c(OC)c1, O=C(Cl)c1cc(N[SH](=O)=O)ccc1Cl, C1COCCO1, O. The product is CCN(C(=O)c1cc(N[SH](=O)=O)ccc1Cl)c1ccc(OC)c(OC)c1. As a reaction SMILES: [CH3:1][O:2][c:3]1[cH:4][c:5]([NH:11][CH2:12][CH3:13])[cH:6][cH:7][c:8]1[O:9][CH3:10].[Cl:20][c:21]1[c:22]([C:23](=[O:24])[Cl:25])[cH:26][c:27]([NH:30][SH:31](=[O:32])=[O:33])[cH:28][cH:29]1.[O:14]1[CH2:15][CH2:16][O:17][CH2:18][CH2:19]1.[OH2:34]>>[CH3:1][O:2][c:3]1[cH:4][c:5]([N:11]([CH2:12][CH3:13])[C:23]([c:22]2[c:21]([Cl:20])[cH:29][cH:28][c:27]([NH:30][SH:31](=[O:32])=[O:33])[cH:26]2)=[O:24])[cH:6][cH:7][c:8]1[O:9][CH3:10]. Starting materials: C(C)N1N=CC=2C1=NC1=CC=CC=C1C2NCC2=CC(=CC=C2)OC (1-ethyl-N-(3-methoxyphenylmethyl)-1H-pyrazolo [3,4-b]quinolin-4-amine), Cl.N1=CC=CC=C1 (pyridine hydrochloride). The solvent is [OH-].[Na+] (NaOH). Conditions: temperature 200 celsius. The product is C(C)N1N=CC=2C1=NC1=CC=CC=C1C2NCC2=CC(=CC=C2)O (1-ethyl-N-(3-hydroxyphenylmethyl)-1H-pyrazolo [3,4-b]quinolin-4-amine). RXN SMILES: [CH2:1]([N:3]1[C:7]2=[N:8][C:9]3[C:14]([C:15]([NH:16][CH2:17][C:18]4[CH:23]=[CH:22][CH:21]=[C:20]([O:24]C)[CH:19]=4)=[C:6]2[CH:5]=[N:4]1)=[CH:13][CH:12]=[CH:11][CH:10]=3)[CH3:2].Cl.N1C=CC=CC=1>[OH-].[Na+]>[CH2:1]([N:3]1[C:7]2=[N:8][C:9]3[C:14]([C:15]([NH:16][CH2:17][C:18]4[CH:23]=[CH:22][CH:21]=[C:20]([OH:24])[CH:19]=4)=[C:6]2[CH:5]=[N:4]1)=[CH:13][CH:12]=[CH:11][CH:10]=3)[CH3:2] |f:1.2,3.4|. Reported procedure: A mixture of 1-ethyl-N-(3-methoxyphenylmethyl)-1H-pyrazolo [3,4-b]quinolin-4-amine (3.8 g, 0.0114 mol) and pyridine hydrochloride (10 g) was heated at about 200° C. for 3 hours. The reaction mixture was cooled and then 10% NaOH (70 mL) was added. The mixture was washed with ether (2×30 mL) and then the aqueous layer was acidified with acetic acid to a pH of about 5. The solid which formed was collected by filtration and dried in vacuo to afford 2.5-3 g of 1-ethyl-N-(3-hydroxyphenylmethyl)-1H-pyr...